This data is from the Open Reaction Database (ORD), a public repository of structured organic reaction records. The task is: describe an organic reaction: reactants, conditions, products, and yield Starting materials: ClCCCCBr, O=C([O-])[O-], CN(C)C=O, NC(=O)c1sc(-n2cnc3ccc(O)cc32)nc1-c1cccc(Cl)c1, [Cs+], [Cs+]. Product: NC(=O)c1sc(-n2cnc3ccc(OCCCCCl)cc32)nc1-c1cccc(Cl)c1. RXN SMILES: [Br:32][CH2:33][CH2:34][CH2:35][CH2:36][Cl:37].[C:26](=[O:27])([O-:28])[O-:29].[CH3:38][N:39]([CH3:40])[CH:41]=[O:42].[Cl:1][c:2]1[cH:3][c:4](-[c:8]2[n:9][c:10](-[n:16]3[cH:17][n:18][c:19]4[c:20]3[cH:21][c:22]([OH:25])[cH:23][cH:24]4)[s:11][c:12]2[C:13](=[O:14])[NH2:15])[cH:5][cH:6][cH:7]1.[Cs+:30].[Cs+:31]>>[Cl:1][c:2]1[cH:3][c:4](-[c:8]2[n:9][c:10](-[n:16]3[cH:17][n:18][c:19]4[c:20]3[cH:21][c:22]([O:25][CH2:33][CH2:34][CH2:35][CH2:36][Cl:37])[cH:23][cH:24]4)[s:11][c:12]2[C:13](=[O:14])[NH2:15])[cH:5][cH:6][cH:7]1. The reactants are P(=O)([O-])([O-])[O-].[K+].[K+].[K+] (Potassium phosphate), C(#N)CC(=O)OCC (ethyl 2-cyanoacetate), O(C1=CC=CC=C1)C1=CC=C(C=O)C=C1 (4-phenoxybenzaldehyde). Run in C(C)O (ethanol). Conditions: time 1 hour. The product is C(#N)/C(/C(=O)OCC)=C\C1=CC=C(C=C1)OC1=CC=CC=C1 ((E)-ethyl 2-cyano-3-(4-phenoxyphenyl)acrylate). Reaction SMILES: P([O-])([O-])([O-])=O.[K+].[K+].[K+].[C:9]([CH2:11][C:12]([O:14][CH2:15][CH3:16])=[O:13])#[N:10].[O:17]([C:24]1[CH:31]=[CH:30][C:27]([CH:28]=O)=[CH:26][CH:25]=1)[C:18]1[CH:23]=[CH:22][CH:21]=[CH:20][CH:19]=1>C(O)C>[C:9](/[C:11](=[CH:28]\[C:27]1[CH:30]=[CH:31][C:24]([O:17][C:18]2[CH:19]=[CH:20][CH:21]=[CH:22][CH:23]=2)=[CH:25][CH:26]=1)/[C:12]([O:14][CH2:15][CH3:16])=[O:13])#[N:10] |f:0.1.2.3|. Procedure details: Potassium phosphate (0.751 g, 3.54 mmol) was added to a solution of ethyl 2-cyanoacetate (2.00 g, 17.68 mmol) and 4-phenoxybenzaldehyde (3.50 g, 17.68 mmol) in ethanol (50 mL). After 1 h at room temperature, the mixture was quenched with water (20 mL). The ethanol solvent was evaporated in vacuo. The residue was taken up in ethyl acetate (150 mL), washed with brine (2×10 mL), dried (MgSO4) and concentrated. Silica gel chromatography, loading with toluene and eluting with 5 to 20% ethyl acetate i...